Dataset: the Open Reaction Database (ORD), a public repository of structured organic reaction records. Task: describe an organic reaction: reactants, conditions, products, and yield The reactants are C(C1=CC=CC=C1)(C1=CC=CC=C1)N1C(=CC2=CC(=CC=C12)Cl)CCNS(=O)(=O)CC1=CC(=C(C=C1)Cl)Cl (N-[2-(1-Benzhydryl-5-chloro-1H-indol-2-yl)-ethyl]-C-(3,4-dichlorophenyl)-methanesulfonamide), S(=O)(=O)([O-])[O-].[Mg+2] (magnesium sulfate), B(F)(F)F.CCOCC (boron trifluoride diethyl etherate), C(C)(=O)O (acetic acid), C(C)OC(C1=CC=C(C=C1)CCC=O)=O (4-(3-Oxo-propyl)-benzoic acid ethyl ester), C(C)[SiH](CC)CC (triethylsilane), FC(C(=O)O)(F)F (trifluoroacetic acid). Solvent: ClCCl (dichloromethane), ClCCl (dichloromethane). Conditions: temperature -20 celsius, time 40 minute. Product: C(C1=CC=CC=C1)(C1=CC=CC=C1)N1C(=C(C2=CC(=CC=C12)Cl)CCCC1=CC=C(C(=O)O)C=C1)CCNS(=O)(=O)CC1=CC(=C(C=C1)Cl)Cl (4-(3-{1-Benzhydryl-5-chloro-2-[2-(3,4-dichloro-phenylmethanesulfonylamino)-ethyl]-1H-indol-3-yl}-propyl)-benzoic Acid). Isolated yield 51.7%. RXN SMILES: [CH:1]([N:14]1[C:22]2[C:17](=[CH:18][C:19]([Cl:23])=[CH:20][CH:21]=2)[CH:16]=[C:15]1[CH2:24][CH2:25][NH:26][S:27]([CH2:30][C:31]1[CH:36]=[CH:35][C:34]([Cl:37])=[C:33]([Cl:38])[CH:32]=1)(=[O:29])=[O:28])([C:8]1[CH:13]=[CH:12][CH:11]=[CH:10][CH:9]=1)[C:2]1[CH:7]=[CH:6][CH:5]=[CH:4][CH:3]=1.C([O:41][C:42](=[O:53])[C:43]1[CH:48]=[CH:47][C:46]([CH2:49][CH2:50][CH:51]=O)=[CH:45][CH:44]=1)C.C([SiH](CC)CC)C.S([O-])([O-])(=O)=O.[Mg+2].B(F)(F)F.CCOCC.FC(F)(F)C(O)=O.C(O)(=O)C>ClCCl>[CH:1]([N:14]1[C:22]2[C:17](=[CH:18][C:19]([Cl:23])=[CH:20][CH:21]=2)[C:16]([CH2:51][CH2:50][CH2:49][C:46]2[CH:47]=[CH:48][C:43]([C:42]([OH:53])=[O:41])=[CH:44][CH:45]=2)=[C:15]1[CH2:24][CH2:25][NH:26][S:27]([CH2:30][C:31]1[CH:36]=[CH:35][C:34]([Cl:37])=[C:33]([Cl:38])[CH:32]=1)(=[O:28])=[O:29])([C:2]1[CH:7]=[CH:6][CH:5]=[CH:4][CH:3]=1)[C:8]1[CH:9]=[CH:10][CH:11]=[CH:12][CH:13]=1 |f:3.4,5.6|. Procedure: N-[2-(1-Benzhydryl-5-chloro-1H-indol-2-yl)-ethyl]-C-(3,4-dichlorophenyl)-methanesulfonamide (20.0 g, 34.25 mmol), 4-(3-Oxo-propyl)-benzoic acid ethyl ester (10.5 g, 50.97 mmol), triethylsilane (12.0 g, 103.5 mmol), magnesium sulfate (0.30 g), and dichloromethane (100 mL) were combined, stirred, and cooled to −20° C. A solution of boron trifluoride diethyl etherate (3.26 g, 22.96 mmol) in dichloromethane (10 mL) was added to the reaction mixture over 2 min. After 40 min, trifluoroacetic acid (1.9...